This data is from the Open Reaction Database (ORD), a public repository of structured organic reaction records. The task is: describe an organic reaction: reactants, conditions, products, and yield The reactants are N[C@H](C(=O)O)CC1CCCCC1 ((2S)-2-amino-3-cyclohexylpropanoic acid), C1(CCCCCC1)NC(=S)N (N-cycloheptylthiourea). Yields the product C1(CCCCCC1)NC=1S[C@@H](C(N1)=O)CC1CCCCC1 ((5R)-2-(cycloheptylamino)-5-(cyclohexylmethyl)-1,3-thiazol-4(5H)-one). RXN SMILES: N[C@@H:2]([CH2:6][CH:7]1[CH2:12][CH2:11][CH2:10][CH2:9][CH2:8]1)[C:3]([OH:5])=O.[CH:13]1([NH:20][C:21]([NH2:23])=[S:22])[CH2:19][CH2:18][CH2:17][CH2:16][CH2:15][CH2:14]1>>[CH:13]1([NH:20][C:21]2[S:22][C@H:2]([CH2:6][CH:7]3[CH2:12][CH2:11][CH2:10][CH2:9][CH2:8]3)[C:3](=[O:5])[N:23]=2)[CH2:19][CH2:18][CH2:17][CH2:16][CH2:15][CH2:14]1. Procedure details: Synthesis was performed from (2S)-2-amino-3-cyclohexylpropanoic acid and N-cycloheptylthiourea according to Method E and C. The reactants are IC(C(=O)OCC)C1=CC=C(C=C1)C1=C(C=CC=C1)Cl (ethyl α-iodo-2'-chloro-4-biphenylylacetate), BrC(C(=O)OCC)C1=CC=C(C=C1)C1=C(C=CC=C1)Cl (ethyl α-bromo-2'-chloro-4-biphenylylacetate), C(C)(C)NC(C(Br)C1=CC=C(C=C1)C1=C(C=CC=C1)Cl)=O (N-isopropyl α-bromo-2'-chloro-4-biphenylylacetamide), C(C)(C)NC(C(I)C1=CC=C(C=C1)C1=C(C=CC=C1)Cl)=O (N-isopropyl α-iodo-2'-chloro-4-biphenylylacetamide), BrC(C(=O)OCC)C1=CC=C(C=C1)C1=C(C=CC=C1)Cl (ethyl α-bromo-2'-chloro-4-biphenylylacetate), BrC(C(=O)OCC)C1=CC=C(C=C1)C1=C(C=CC=C1)Cl (ethyl α-bromo-2'-chloro-4-biphenylylacetate), IC(C(=O)OCC)C1=CC=C(C=C1)C1=C(C=CC=C1)Cl (ethyl α-iodo-2'-chloro-4-biphenylylacetate). The product is IC(C(=O)OCC)C1=CC(=C(C=C1)C1CCCCC1)Cl (Ethyl α-iodo-3-chloro-4-cyclohexylphenylacetate). Reaction SMILES: BrC(C1C=CC(C2C=CC=CC=2[Cl:20])=CC=1)C(OCC)=O.C(NC(=O)C(C1C=CC(C2C=CC=CC=2Cl)=CC=1)Br)(C)C.[I:42][CH:43]([C:49]1[CH:54]=[CH:53][C:52]([C:55]2[CH:60]=[CH:59][CH:58]=[CH:57][C:56]=2Cl)=[CH:51][CH:50]=1)[C:44]([O:46][CH2:47][CH3:48])=[O:45].C(NC(=O)C(C1C=CC(C2C=CC=CC=2Cl)=CC=1)I)(C)C>>[I:42][CH:43]([C:49]1[CH:54]=[CH:53][C:52]([CH:55]2[CH2:60][CH2:59][CH2:58][CH2:57][CH2:56]2)=[C:51]([Cl:20])[CH:50]=1)[C:44]([O:46][CH2:47][CH3:48])=[O:45]. Reported procedure: When ethyl α-bromo-2'-chloro-4-biphenylylacetate in the above procedure is replaced by d ethyl α-bromo-2'-chloro-4-biphenylylacetate, l ethyl α-bromo-2'-chloro-4-biphenylylacetate of N-isopropyl α-bromo-2'-chloro-4-biphenylylacetamide, then the products prepared are d ethyl α-iodo-2'-chloro-4-biphenylylacetate, l ethyl α-iodo-2'-chloro-4-biphenylylacetate or N-isopropyl α-iodo-2'-chloro-4-biphenylylacetamide. Starting materials: FC1=NC=CC=C1I (2-fluoro-3-iodopyridine), N1C(=NC2=C1C=CC=C2)C(=O)C2=CC=C(C=C2)O ((1H-benzo[d]imidazol-2-yl)(4-hydroxyphenyl)methanone), C([O-])([O-])=O.[Cs+].[Cs+] (cesium carbonate). The solvent is CN1C(CCC1)=O (N-Methyl-2-pyrrolidinone), CCOC(=O)C (EtOAc). Reaction conditions: temperature 115 celsius, time 64 hour. Yields the product N1C(=NC2=C1C=CC=C2)C(=O)C2=CC=C(C=C2)OC2=NC=CC=C2I ((1H-benzo[d]imidazol-2-yl)(4-(3-iodopyridin-2-yloxy)phenyl)methanone). Reaction SMILES: F[C:2]1[C:7]([I:8])=[CH:6][CH:5]=[CH:4][N:3]=1.[NH:9]1[C:13]2[CH:14]=[CH:15][CH:16]=[CH:17][C:12]=2[N:11]=[C:10]1[C:18]([C:20]1[CH:25]=[CH:24][C:23]([OH:26])=[CH:22][CH:21]=1)=[O:19].C(=O)([O-])[O-].[Cs+].[Cs+]>CN1CCCC1=O.CCOC(C)=O>[NH:9]1[C:13]2[CH:14]=[CH:15][CH:16]=[CH:17][C:12]=2[N:11]=[C:10]1[C:18]([C:20]1[CH:25]=[CH:24][C:23]([O:26][C:2]2[C:7]([I:8])=[CH:6][CH:5]=[CH:4][N:3]=2)=[CH:22][CH:21]=1)=[O:19] |f:2.3.4|. Reported procedure: A solution of 2-fluoro-3-iodopyridine (3.052 g, 13.69 mmol), (1H-benzo[d]imidazol-2-yl)(4-hydroxyphenyl)methanone (4.89 g, 20.53 mmol) and cesium carbonate (7.58 g, 23.27 mmol) in N-Methyl-2-pyrrolidinone (20 mL) was degassed and heated to 115° C. After 64 h, the reaction was cooled to 23° C., diluted with EtOAc (250 mL) and washed with water (100 mL) and brine (75 mL), dried over MgSO4, concentrated in vacuo and purified by silica gel chromatography (eluant: 0.5-1.5% methanol/dichloromethane), ... Reactants: ClC(C(=O)OCC)CC1=CC=C(C=C1)OCC(C1=CC=CC=C1)(C)C (ethyl 2-chloro-3-[4-(2,2-dimethyl-2-phenylethyloxy)phenyl]propionate), [OH-].[Na+] (sodium hydroxide). Run in C(C)O (ethanol), O (water). Reaction conditions: time 30 minute. Yields the product ClC(C(=O)[O-])CC1=CC=C(C=C1)OCC(C1=CC=CC=C1)(C)C.[Na+] (sodium 2-chloro-3-[4-(2,2-dimethyl-2-phenylethyloxy)-phenyl]propionate). RXN SMILES: [Cl:1][CH:2]([CH2:8][C:9]1[CH:14]=[CH:13][C:12]([O:15][CH2:16][C:17]([CH3:25])([CH3:24])[C:18]2[CH:23]=[CH:22][CH:21]=[CH:20][CH:19]=2)=[CH:11][CH:10]=1)[C:3]([O:5]CC)=[O:4].[OH-].[Na+:27]>C(O)C.O>[Cl:1][CH:2]([CH2:8][C:9]1[CH:14]=[CH:13][C:12]([O:15][CH2:16][C:17]([CH3:25])([CH3:24])[C:18]2[CH:23]=[CH:22][CH:21]=[CH:20][CH:19]=2)=[CH:11][CH:10]=1)[C:3]([O-:5])=[O:4].[Na+:27] |f:1.2,5.6|. Procedure: In 15 ml of ethanol is dissolved 3.6 g of ethyl 2-chloro-3-[4-(2,2-dimethyl-2-phenylethyloxy)phenyl]propionate, and under cooling with ice and stirring, a solution of 0.35 sodium hydroxide in 3.5 ml water is added. The mixture is kept under the same condition for 30 minutes, after which the solution is concentrated to dryness. The residue is dissolved in 10 ml of water, the solution is washed three times with ether, and then the solution is concentrated to dryness. The procedure yields 2.6 g of ... The reactants are B(OC)(OC)OC (trimethyl borate), CCCCCC (hexane), C(CCC)[Li] (butyl-lithium), BrC1=CC=C(C#N)C=C1 (4-Bromobenzonitrile). Run in O1CCCC1 (tetrahydrofuran). Run at temperature 20 celsius, time 5 minute. The product is C(#N)C1=CC=C(C=C1)B(O)O (4-cyanophenyl boronic acid). Yield: 93.0%. As a reaction SMILES: Br[C:2]1[CH:9]=[CH:8][C:5]([C:6]#[N:7])=[CH:4][CH:3]=1.CCCCCC.C([Li])CCC.[B:21](OC)([O:24]C)[O:22]C>O1CCCC1>[C:6]([C:5]1[CH:8]=[CH:9][C:2]([B:21]([OH:24])[OH:22])=[CH:3][CH:4]=1)#[N:7]. Procedure: 4-Bromobenzonitrile (20 g, 0.1099 m) was dissolved in tetrahydrofuran (240 mls) and hexane (80 mls) and the mixture treated with butyl-lithium (1.6M solution in hexane 80 mls, 0.1204m) at -100° C. The mixture was then stirred for five minutes before adding trimethyl borate (25 mls, 0.2178 m) at -100° C. The mixture was then allowed to warm to 20° C. before adding it to 100 mls of 10% HCL. The organic layer was then separated and the aqueous layer extracted twice with dichloromethane (100 mls). T... The reactants are OC=1C=C(C(=O)OC)C=CC1I (Methyl 3-Hydroxy-4-iodobenzoate), CN(C)C=O (DMF), Cl (HCl). Reagents/catalysts: C=1C=CC(=CC1)[P](C=2C=CC=CC2)(C=3C=CC=CC3)[Pd]([P](C=4C=CC=CC4)(C=5C=CC=CC5)C=6C=CC=CC6)([P](C=7C=CC=CC7)(C=8C=CC=CC8)C=9C=CC=CC9)[P](C=1C=CC=CC1)(C=1C=CC=CC1)C=1C=CC=CC1 (Pd(Ph3P)4), [C-]#N.[C-]#N.[Zn+2] (Zn(CN)2). Run at temperature 80 celsius. Yields the product C(#N)C1=C(C=C(C(=O)OC)C=C1)O (Methyl 4-Cyano-3-hydroxybenzoate). As a reaction SMILES: [OH:1][C:2]1[CH:3]=[C:4]([CH:9]=[CH:10][C:11]=1I)[C:5]([O:7][CH3:8])=[O:6].Cl.[CH3:14][N:15](C=O)C>[C-]#N.[C-]#N.[Zn+2].C1C=CC([P]([Pd]([P](C2C=CC=CC=2)(C2C=CC=CC=2)C2C=CC=CC=2)([P](C2C=CC=CC=2)(C2C=CC=CC=2)C2C=CC=CC=2)[P](C2C=CC=CC=2)(C2C=CC=CC=2)C2C=CC=CC=2)(C2C=CC=CC=2)C2C=CC=CC=2)=CC=1>[C:14]([C:11]1[CH:10]=[CH:9][C:4]([C:5]([O:7][CH3:8])=[O:6])=[CH:3][C:2]=1[OH:1])#[N:15] |f:3.4.5,^1:27,29,48,67|. Procedure: A solution of methyl 3-hydroxy-4-iodobenzoate (2.38 g, 7.0 mmol) (as described in Step B) and Zn(CN)2 (0.575 g, 4.9 mmol) in DMF was degassed with argon for 25 minutes. Pd(Ph3P)4 (0.404 g, 0.35 mmol) was added and the mixture heated to 80° C. for 16 hr. The mixture was poured into 1N HCl and extracted with EtOAc (2×), washed with water then brine, dried (MgSO4) and the solvent removed. Chromatography of the residue (silica gel; hexane:EtOAc 9:1) afforded the title compound as a white solid. Reported procedure: A mixture of N-methyl-2-(1-phenylsulphonyl-3-pyrrolyl)ethylamine (4 g), styrene oxide (2.06 g) and acetonitrile (50 ml) were refluxed for 2 days. The solution was evaporated and the brown oil was purified by chromatography on silica, eluting with dichloromethane, chloroform then with increasing amounts of methanol (1→25%) in chloroform to give the title product as a brown oil. Starting materials: CNCCC1=CN(C=C1)S(=O)(=O)C1=CC=CC=C1 (N-methyl-2-(1-phenylsulphonyl-3-pyrrolyl)ethylamine), C1C(C2=CC=CC=C2)O1 (styrene oxide). Solvent: C(C)#N (acetonitrile). As a reaction SMILES: [CH3:1][NH:2][CH2:3][CH2:4][C:5]1[CH:9]=[CH:8][N:7]([S:10]([C:13]2[CH:18]=[CH:17][CH:16]=[CH:15][CH:14]=2)(=[O:12])=[O:11])[CH:6]=1.[CH2:19]1[O:27][CH:20]1[C:21]1[CH:26]=[CH:25][CH:24]=[CH:23][CH:22]=1>C(#N)C>[OH:27][CH:20]([C:21]1[CH:26]=[CH:25][CH:24]=[CH:23][CH:22]=1)[CH2:19][N:2]([CH2:3][CH2:4][C:5]1[CH:9]=[CH:8][N:7]([S:10]([C:13]2[CH:14]=[CH:15][CH:16]=[CH:17][CH:18]=2)(=[O:12])=[O:11])[CH:6]=1)[CH3:1]. The product is OC(CN(C)CCC1=CN(C=C1)S(=O)(=O)C1=CC=CC=C1)C1=CC=CC=C1 (N-(2-Hydroxy-2-phenylethyl)-N-methyl-2-(1-phenylsulphonyl-3-pyrrolyl)ethylamine). The reactants are BrCc1ccccc1, O=C([O-])[O-], O=c1[nH]ncc(Cl)c1Cl, [Cs+], [Cs+], CN(C)C=O. The product is O=c1c(Cl)c(Cl)cnn1Cc1ccccc1. RXN SMILES: [Br:16][CH2:17][c:18]1[cH:19][cH:20][cH:21][cH:22][cH:23]1.[C:10](=[O:11])([O-:12])[O-:13].[Cl:1][c:2]1[c:3](=[O:9])[nH:4][n:5][cH:6][c:7]1[Cl:8].[Cs+:14].[Cs+:15].[O:24]=[CH:25][N:26]([CH3:27])[CH3:28]>>[Cl:1][c:2]1[c:3](=[O:9])[n:4]([CH2:17][c:18]2[cH:19][cH:20][cH:21][cH:22][cH:23]2)[n:5][cH:6][c:7]1[Cl:8]. Starting materials: CO, O=[N+]([O-])c1ccc(-c2cccc(F)c2)nc1, [H][H]. Yields the product Nc1ccc(-c2cccc(F)c2)nc1. Reaction SMILES: [CH3:19][OH:20].[F:1][c:2]1[cH:3][c:4](-[c:8]2[n:9][cH:10][c:11]([N+:14]([O-:15])=[O:16])[cH:12][cH:13]2)[cH:5][cH:6][cH:7]1.[H:17][H:18]>>[F:1][c:2]1[cH:3][c:4](-[c:8]2[n:9][cH:10][c:11]([NH2:14])[cH:12][cH:13]2)[cH:5][cH:6][cH:7]1.